Dataset: the Open Reaction Database (ORD), a public repository of structured organic reaction records. Task: describe an organic reaction: reactants, conditions, products, and yield The reactants are COC(C(=CC1=CC=CC=2C1=NON2)C(C)=O)=O (2-acetyl-3-benzofurazan-4-yl-acrylic acid methyl ester), C(C)(C)OC(\C=C(\C)/N)=O (isopropyl-β-aminocrotonate). The solvent is C(C)O (ethanol). Product: CC1=C(C(C(=C(N1)C)C(=O)OC(C)C)C2=CC=CC=3C2=NON3)C(=O)OC (Isradipine). RXN SMILES: [CH3:1][O:2][C:3](=[O:18])[C:4]([C:15](=O)[CH3:16])=[CH:5][C:6]1[C:11]2=[N:12][O:13][N:14]=[C:10]2[CH:9]=[CH:8][CH:7]=1.[CH:19]([O:22][C:23](=[O:28])/[CH:24]=[C:25](\[NH2:27])/[CH3:26])([CH3:21])[CH3:20]>C(O)C>[CH3:16][C:15]1[NH:27][C:25]([CH3:26])=[C:24]([C:23]([O:22][CH:19]([CH3:21])[CH3:20])=[O:28])[CH:5]([C:6]2[C:11]3=[N:12][O:13][N:14]=[C:10]3[CH:9]=[CH:8][CH:7]=2)[C:4]=1[C:3]([O:2][CH3:1])=[O:18]. Reported procedure: To achieve the afore-mentioned objects, the present invention provides for a process for the manufacture of the Isradipine which, involves two steps. In the first step 2,1,3-benzoxadiazole-4-carboxaldehyde is reacted with methyl acetoacetate in the presence of acetic acid and piperidine in diisopropyl ether. The product 2-acetyl-3-benzofurazan-4-yl-acrylic acid methyl ester is isolated and purified to get substantially high purity product with less than 0.3% 2,1,3-benzoxadiazole-4-carboxaldehyde... Starting materials: CCn1ncc(OC)cc1=O, O=P(Cl)(Cl)Cl. Product: CCn1ncc(Cl)cc1=O. RXN SMILES: [CH2:1]([CH3:2])[n:3]1[n:4][cH:5][c:6]([O:10][CH3:11])[cH:7][c:8]1=[O:9].[P:12]([Cl:13])([Cl:14])([Cl:15])=[O:16]>>[CH2:1]([CH3:2])[n:3]1[n:4][cH:5][c:6]([Cl:14])[cH:7][c:8]1=[O:9]. Reactants: C(C)(C)(C)OC(N(CCCCBr)C1C2CN(CC12)CC1=CC=CC=C1)=O (3-benzyl-3-azabicyclo[3.1.0]hex-6-yl-(4-bromobutyl)-carbamic acid t-butyl ester), BrCCCCl (1-bromo-3-chloropropane), COC1=C(C=C(C=C1)C)C(CC(=O)O)C1=CC=CC=C1 (3-(2-methoxy-5-methylphenyl)-3-phenyl propionic acid), N12CCCCCC2=NCCC1 (1,8-diazabicyclo[5.4.0]undec-7-ene). Run in C=1(C(=CC=CC1)C)C (xylene). Yields the product C(C1=CC=CC=C1)N1CC2C(C2C1)N(CCCCOC(CC(C1=CC=CC=C1)C1=C(C=CC(=C1)C)OC)=O)C(=O)OCC (3-(2-methoxy-5-methylphenyl)-3-phenyl propionic acid 4-[(3-benzyl-3-azabicyclo[3.1.0]hex-6-yl)-ethoxy carbonylamino]butyl ester). Reaction SMILES: [C:1]([O:5][C:6](=[O:26])[N:7]([CH:13]1[CH:18]2[CH:14]1[CH2:15][N:16]([CH2:19][C:20]1[CH:25]=[CH:24][CH:23]=[CH:22][CH:21]=1)[CH2:17]2)[CH2:8][CH2:9][CH2:10][CH2:11]Br)(C)(C)[CH3:2].BrCCCCl.[CH3:32][O:33][C:34]1[CH:39]=[CH:38][C:37]([CH3:40])=[CH:36][C:35]=1[CH:41]([C:46]1[CH:51]=[CH:50][CH:49]=[CH:48][CH:47]=1)[CH2:42][C:43]([OH:45])=[O:44].N12CCCN=C1CCCCC2>C1(C)C(C)=CC=CC=1>[CH2:19]([N:16]1[CH2:15][CH:14]2[CH:18]([CH:13]2[N:7]([C:6]([O:5][CH2:1][CH3:2])=[O:26])[CH2:8][CH2:9][CH2:10][CH2:11][O:44][C:43](=[O:45])[CH2:42][CH:41]([C:35]2[CH:36]=[C:37]([CH3:40])[CH:38]=[CH:39][C:34]=2[O:33][CH3:32])[C:46]2[CH:51]=[CH:50][CH:49]=[CH:48][CH:47]=2)[CH2:17]1)[C:20]1[CH:21]=[CH:22][CH:23]=[CH:24][CH:25]=1. Procedure: The compound, 3-benzyl-3-azabicyclo[3.1.0]hex-6-yl-(4-bromobutyl)-carbamic acid t-butyl ester, 211.5 mg, 0.5 mmole, 1 eq (prepared by reacting boc-protected 3-benzyl-3-azabicylo[3.1.0]hex-6-yl amine, which in turn, was prepared following the procedure of T. F. Braish et al., Synlett, 1996, 1100, with 1-bromo-3-chloropropane) was dissolved in xylene (15 ml). To the reaction mixture, 3-(2-methoxy-5-methylphenyl)-3-phenyl propionic acid (203 mg, 0.75 mmole, 1.5 eq) and 1,8-diazabicyclo[5.4.0]undec-... Reactants: CCOC(=O)CBr, CC(=O)N1C=C(c2ccccc2)NC(=O)C1C(C)C, CCOC(C)=O, [Cl-], [H-], [NH4+], [Na+], C1CCOC1. Yields the product CCOC(=O)CN1C(=O)C(C(C)C)N(C(C)=O)C=C1c1ccccc1. Reaction SMILES: [Br:22][CH2:23][C:24](=[O:25])[O:26][CH2:27][CH3:28].[C:3]([CH3:4])(=[O:5])[N:6]1[CH:7]([CH:19]([CH3:20])[CH3:21])[C:8](=[O:18])[NH:9][C:10]([c:12]2[cH:13][cH:14][cH:15][cH:16][cH:17]2)=[CH:11]1.[CH3:36][CH2:37][O:38][C:39](=[O:40])[CH3:41].[Cl-:29].[H-:1].[NH4+:30].[Na+:2].[O:31]1[CH2:32][CH2:33][CH2:34][CH2:35]1>>[C:3]([CH3:4])(=[O:5])[N:6]1[CH:7]([CH:19]([CH3:20])[CH3:21])[C:8](=[O:18])[N:9]([CH2:23][C:24](=[O:25])[O:26][CH2:27][CH3:28])[C:10]([c:12]2[cH:13][cH:14][cH:15][cH:16][cH:17]2)=[CH:11]1. Reactants: ClC=1C=C(C=CC1)N1CCC(CC1)C(=O)OCC (ethyl 1-(3-chlorophenyl)-piperidine-4-carboxylate), [OH-].[K+] (potassium hydroxide). Solvent: CO (methanol), O (water). Run at time 8 hour. Product: ClC=1C=C(C=CC1)N1CCC(CC1)C(=O)O (1-(3-chlorophenyl)-piperidine-4-carboxylic acid). The yield is 89.8%. As a reaction SMILES: [Cl:1][C:2]1[CH:3]=[C:4]([N:8]2[CH2:13][CH2:12][CH:11]([C:14]([O:16]CC)=[O:15])[CH2:10][CH2:9]2)[CH:5]=[CH:6][CH:7]=1.[OH-].[K+]>CO.O>[Cl:1][C:2]1[CH:3]=[C:4]([N:8]2[CH2:9][CH2:10][CH:11]([C:14]([OH:16])=[O:15])[CH2:12][CH2:13]2)[CH:5]=[CH:6][CH:7]=1 |f:1.2|. Procedure details: 158 mg (0.59 mmol) of ethyl 1-(3-chlorophenyl)-piperidine-4-carboxylate were dissolved in 2.30 ml of methanol and 0.3 ml of water, and 99 mg (1.77 mmol) of powdered potassium hydroxide were added. The mixture was stirred at room temperature overnight After evaporation of the solvent, water was added and the mixture was acidified to pH 2-3 with 2N hydrochloric acid. The aqueous phase was extracted with ethyl acetate three times, the combined organic phases were washed with saturated sodium chlori... Conditions: time 12 hour. Solvent: C1CCOC1 (THF). Reactants: C1(CC1)C=1OC=C(N1)C1=CC=C(CN(CCC2=CC=C(OC(C(=O)OCC)(C)C)C=C2)C2=NOC(=N2)C2=CC(=CC=C2)C(F)(F)F)C=C1 (ethyl 2-{4-[2-([4-(2-cyclopropyl-1,3-oxazol-4-yl)benzyl]{5-[3-(trifluoromethyl)phenyl]-1,2,4-oxadiazol-3-yl}amino)ethyl]phenoxy}-2-methylpropanoate), CCO (EtOH), O (water), [Li+].[OH-] (LiOH). RXN SMILES: [CH:1]1([C:4]2[O:5][CH:6]=[C:7]([C:9]3[CH:48]=[CH:47][C:12]([CH2:13][N:14]([C:32]4[N:36]=[C:35]([C:37]5[CH:42]=[CH:41][CH:40]=[C:39]([C:43]([F:46])([F:45])[F:44])[CH:38]=5)[O:34][N:33]=4)[CH2:15][CH2:16][C:17]4[CH:31]=[CH:30][C:20]([O:21][C:22]([CH3:29])([CH3:28])[C:23]([O:25]CC)=[O:24])=[CH:19][CH:18]=4)=[CH:11][CH:10]=3)[N:8]=2)[CH2:3][CH2:2]1.CCO.O.[Li+].[OH-]>C1COCC1>[CH:1]1([C:4]2[O:5][CH:6]=[C:7]([C:9]3[CH:48]=[CH:47][C:12]([CH2:13][N:14]([C:32]4[N:36]=[C:35]([C:37]5[CH:42]=[CH:41][CH:40]=[C:39]([C:43]([F:44])([F:45])[F:46])[CH:38]=5)[O:34][N:33]=4)[CH2:15][CH2:16][C:17]4[CH:18]=[CH:19][C:20]([O:21][C:22]([CH3:29])([CH3:28])[C:23]([OH:25])=[O:24])=[CH:30][CH:31]=4)=[CH:11][CH:10]=3)[N:8]=2)[CH2:3][CH2:2]1 |f:3.4|. Reported procedure: To a solution of ethyl 2-{4-[2-([4-(2-cyclopropyl-1,3-oxazol-4-yl)benzyl]{5-[3-(trifluoromethyl)phenyl]-1,2,4-oxadiazol-3-yl}amino)ethyl]phenoxy}-2-methylpropanoate (93 mg, 0.14 mmol) in anhydrous THF (1.5 ml) was added EtOH (0.4 ml), water (0.4 ml), and LiOH (31 mg, 1.28 mmol). The mixture was stirred at rt for 12 h. The reaction was quenched with a solution of saturated aqueous KH2PO4, and the aqueous phase was extracted with EtOAc (3×20 ml). The combined organic phases were dried with Na2SO4 ... Product: C1(CC1)C=1OC=C(N1)C1=CC=C(CN(CCC2=CC=C(OC(C(=O)O)(C)C)C=C2)C2=NOC(=N2)C2=CC(=CC=C2)C(F)(F)F)C=C1 (2-{4-[2-([4-(2-cyclopropyl-1,3-oxazol-4-yl)benzyl]{5-[3-(trifluoromethyl)phenyl]-1,2,4-oxadiazol-3-yl}amino)ethyl]phenoxy}-2-methylpropanoic acid). Isolated yield 65.5%. Reaction SMILES: [Br-:34].[CH3:1][C:2]1([CH3:10])[O:3][CH2:4][C:5]2([CH2:6][O:7]2)[CH2:8][O:9]1.[CH3:35][CH2:36][OH:37].[Li+:33].[NH2:11][c:12]1[cH:13][cH:14][c:15]2[cH:16][c:17](-[c:23]3[c:24]([C:29]([F:30])([F:31])[F:32])[cH:25][cH:26][cH:27][cH:28]3)[nH:18][c:19](=[O:22])[c:20]2[cH:21]1>>[CH3:1][C:2]1([CH3:10])[O:3][CH2:4][C:5]([CH2:6][NH:11][c:12]2[cH:13][cH:14][c:15]3[cH:16][c:17](-[c:23]4[c:24]([C:29]([F:30])([F:31])[F:32])[cH:25][cH:26][cH:27][cH:28]4)[nH:18][c:19](=[O:22])[c:20]3[cH:21]2)([OH:7])[CH2:8][O:9]1. The reactants are [Br-], CC1(C)OCC2(CO2)CO1, CCO, [Li+], Nc1ccc2cc(-c3ccccc3C(F)(F)F)[nH]c(=O)c2c1. The product is CC1(C)OCC(O)(CNc2ccc3cc(-c4ccccc4C(F)(F)F)[nH]c(=O)c3c2)CO1. The reactants are BrC1=CC(=CN1S(=O)(=O)C1=CC=CC=C1)C=O (5-Bromo-1-(phenylsulfonyl)-1H-pyrrole-3-carbaldehyde), FC1=NC=CC=C1B(O)O ((2-fluoropyridin-3-yl)boronic acid), C(O)([O-])=O.[Na+] (sodium hydrogencarbonate), COCCOC (1,2-dimethoxyethane), C(O)([O-])=O.[Na+] (sodium hydrogencarbonate). The reagents and catalysts are C=1C=CC(=CC1)[P](C=2C=CC=CC2)(C=3C=CC=CC3)[Pd]([P](C=4C=CC=CC4)(C=5C=CC=CC5)C=6C=CC=CC6)([P](C=7C=CC=CC7)(C=8C=CC=CC8)C=9C=CC=CC9)[P](C=1C=CC=CC1)(C=1C=CC=CC1)C=1C=CC=CC1 (tetrakis(triphenylphosphine)palladium). Run in O (water). Run at temperature 80 celsius, time 5 hour. Yields the product FC1=NC=CC=C1C1=CC(=CN1S(=O)(=O)C1=CC=CC=C1)C=O (5-(2-fluoropyridin-3-yl)-1-(phenylsulfonyl)-1H-pyrrole-3-carbaldehyde). Yield: 67.9%. RXN SMILES: Br[C:2]1[N:6]([S:7]([C:10]2[CH:15]=[CH:14][CH:13]=[CH:12][CH:11]=2)(=[O:9])=[O:8])[CH:5]=[C:4]([CH:16]=[O:17])[CH:3]=1.[F:18][C:19]1[C:24](B(O)O)=[CH:23][CH:22]=[CH:21][N:20]=1.C(=O)([O-])O.[Na+].COCCOC>C1C=CC([P]([Pd]([P](C2C=CC=CC=2)(C2C=CC=CC=2)C2C=CC=CC=2)([P](C2C=CC=CC=2)(C2C=CC=CC=2)C2C=CC=CC=2)[P](C2C=CC=CC=2)(C2C=CC=CC=2)C2C=CC=CC=2)(C2C=CC=CC=2)C2C=CC=CC=2)=CC=1.O>[F:18][C:19]1[C:24]([C:2]2[N:6]([S:7]([C:10]3[CH:15]=[CH:14][CH:13]=[CH:12][CH:11]=3)(=[O:9])=[O:8])[CH:5]=[C:4]([CH:16]=[O:17])[CH:3]=2)=[CH:23][CH:22]=[CH:21][N:20]=1 |f:2.3,^1:42,44,63,82|. Procedure details: 5-Bromo-1-(phenylsulfonyl)-1H-pyrrole-3-carbaldehyde (3.15 g), (2-fluoropyridin-3-yl)boronic acid (2.83 g), sodium hydrogencarbonate (2.53 g) and tetrakis(triphenylphosphine)palladium (870 mg) were added to a degassed mixture of 1,2-dimethoxyethane (80 mL) and water (20 mL), and the mixture was stirred under a nitrogen atmosphere at 80° C. for 5 hr. The reaction mixture was allowed to cool, a saturated aqueous sodium hydrogencarbonate solution was added, and the mixture was extracted with ethyl ... Starting materials: BrC1=CC=C(C=C1)CC(=O)NC1=C(C=C(C=C1)OC1=CC(=C(C=C1C)Cl)Cl)O (2-(4-bromo-phenyl)-N-[2-Hydroxy-4-(3,4-dichloro-6-methyl-phenoxy)-phenyl]-acetamide), FC(C=1C=C(C=CC1)B(O)O)(F)F (3-trifluormethyl-phenyl boronic acid), NC1=C(C=C(C=C1)OC1=C(C=C(C=C1C)Cl)Cl)O (2-Amino-5-(2,4-dichloro-6-methyl-phenoxy)-phenol), BrC1=CC=C(C=C1)CC(=O)O (4-bromophenyl acetic acid). Procedure details: The resin-bound 2-(4-bromo-phenyl)-N-[2-Hydroxy-4-(3,4-dichloro-6-methyl-phenoxy)-phenyl]-acetamide (120 mg, 0.1 mmol, obtained from coupling reaction between the resin bound 2-Amino-5-(2,4-dichloro-6-methyl-phenoxy)-phenol and 4-bromophenyl acetic acid following the general procedure A) was reacted with 3-trifluormethyl-phenyl boronic acid (56.7 mg, 0.3 mmol) as described in the general procedure D followed by cleavage as described in example 1, to afford (27.5 mg) of title compound. Yields the product ClC1=C(OC2=CC(=C(C=C2)NC(CC2=CC=C(C=C2)C2=CC(=CC=C2)C(F)(F)F)=O)O)C(=CC(=C1)Cl)C (N-[4-(2,4-Dichloro-6-methyl-phenoxy)-2-hydroxy-phenyl]-2-(3′-trifluoromethyl-biphenyl-4-yl)-acetamide). RXN SMILES: Br[C:2]1[CH:7]=[CH:6][C:5]([CH2:8][C:9]([NH:11][C:12]2[CH:17]=[CH:16][C:15]([O:18][C:19]3[C:24]([CH3:25])=[CH:23][C:22]([Cl:26])=[C:21](Cl)[CH:20]=3)=[CH:14][C:13]=2[OH:28])=[O:10])=[CH:4][CH:3]=1.NC1C=CC(OC2C(C)=CC([Cl:44])=CC=2Cl)=CC=1O.BrC1C=CC(CC(O)=O)=CC=1.[F:58][C:59]([F:70])([F:69])[C:60]1[CH:61]=[C:62](B(O)O)[CH:63]=[CH:64][CH:65]=1>>[Cl:44][C:20]1[CH:21]=[C:22]([Cl:26])[CH:23]=[C:24]([CH3:25])[C:19]=1[O:18][C:15]1[CH:16]=[CH:17][C:12]([NH:11][C:9](=[O:10])[CH2:8][C:5]2[CH:6]=[CH:7][C:2]([C:64]3[CH:63]=[CH:62][CH:61]=[C:60]([C:59]([F:70])([F:69])[F:58])[CH:65]=3)=[CH:3][CH:4]=2)=[C:13]([OH:28])[CH:14]=1. Starting materials: C1(CCCCC1)N1C(C2=CC(=CC=C2C1)N1CCNCC1)=O (2-cyclohexyl-2,3-dihydro-6-(piperazin-1-yl)-1H-isoindol-1-one), COC1=CC=C(C=C1)C(CC=O)C1=CC=C(C=C1)OC (3,3-bis(4-methoxyphenyl)-propanaldehyde). Product: C1(CCCCC1)N1C(C2=CC(=CC=C2C1)N1CCN(CC1)CCC(C1=CC=C(C=C1)OC)C1=CC=C(C=C1)OC)=O (2-Cyclohexyl-6-{4-[3,3-bis(4-methoxyphenyl)-1-propyl]-piperazin-1-yl}-2,3-dihydro-1H-isoindol-1-one). Isolated yield 59.8%. Reaction SMILES: [CH:1]1([N:7]2[CH2:15][C:14]3[C:9](=[CH:10][C:11]([N:16]4[CH2:21][CH2:20][NH:19][CH2:18][CH2:17]4)=[CH:12][CH:13]=3)[C:8]2=[O:22])[CH2:6][CH2:5][CH2:4][CH2:3][CH2:2]1.[CH3:23][O:24][C:25]1[CH:30]=[CH:29][C:28]([CH:31]([C:35]2[CH:40]=[CH:39][C:38]([O:41][CH3:42])=[CH:37][CH:36]=2)[CH2:32][CH:33]=O)=[CH:27][CH:26]=1>>[CH:1]1([N:7]2[CH2:15][C:14]3[C:9](=[CH:10][C:11]([N:16]4[CH2:17][CH2:18][N:19]([CH2:33][CH2:32][CH:31]([C:28]5[CH:27]=[CH:26][C:25]([O:24][CH3:23])=[CH:30][CH:29]=5)[C:35]5[CH:36]=[CH:37][C:38]([O:41][CH3:42])=[CH:39][CH:40]=5)[CH2:20][CH2:21]4)=[CH:12][CH:13]=3)[C:8]2=[O:22])[CH2:2][CH2:3][CH2:4][CH2:5][CH2:6]1. Procedure details: In the same manner as in Example 38, the title compound (52 mg) was prepared from the compound (47 mg) obtained in step (e) of Example 1 and the compound (110 mg) obtained in step (b).